From a dataset of the Open Reaction Database (ORD), a public repository of structured organic reaction records. describe an organic reaction: reactants, conditions, products, and yield Starting materials: C(C)(=O)C1=C(C(=C(OCCCOC2=C(C=C(C=C2)C#N)Cl)C=C1)CCC)O (1-(4-acetyl-3-hydroxy-2-n-propylphenoxy)-3-(2-chloro-4-cyanophenoxy)propane), [OH-].[K+] (potassium hydroxide), O (water). Run in C(C)O (ethanol). The product is C(C)(=O)C1=C(C(=C(OCCCOC2=C(C=C(C(=O)O)C=C2)Cl)C=C1)CCC)O (4-[3-(4-acetyl-3-hydroxy-2-n-propylphenoxy)propoxy]-3-chlorobenzoic acid). Reaction SMILES: [C:1]([C:4]1[CH:23]=[CH:22][C:7]([O:8][CH2:9][CH2:10][CH2:11][O:12][C:13]2[CH:18]=[CH:17][C:16]([C:19]#N)=[CH:15][C:14]=2[Cl:21])=[C:6]([CH2:24][CH2:25][CH3:26])[C:5]=1[OH:27])(=[O:3])[CH3:2].[OH-:28].[K+].[OH2:30]>C(O)C>[C:1]([C:4]1[CH:23]=[CH:22][C:7]([O:8][CH2:9][CH2:10][CH2:11][O:12][C:13]2[CH:18]=[CH:17][C:16]([C:19]([OH:30])=[O:28])=[CH:15][C:14]=2[Cl:21])=[C:6]([CH2:24][CH2:25][CH3:26])[C:5]=1[OH:27])(=[O:3])[CH3:2] |f:1.2|. Reported procedure: A mixture of 1-(4-acetyl-3-hydroxy-2-n-propylphenoxy)-3-(2-chloro-4-cyanophenoxy)propane (1 g), potassium hydroxide (2 g), water (5 ml) and ethanol (10 ml) was refluxed for 4 hours, then concentrated, acidified with dilute hydrochloric acid and extracted with ethyl acetate. The extract was dried over sodium sulfate, the solvent was distilled off and the residue was recrystallized from ethyl acetate to give 4-[3-(4-acetyl-3-hydroxy-2-n-propylphenoxy)propoxy]-3-chlorobenzoic acid as crystals (780 ... The reactants are CC1(CCCCC1)COS(=O)(=O)C(F)(F)F (trifluoro-methanesulfonic acid 1-methyl-cyclohexylmethyl ester), OC=1C=C(C=O)C=CC1 (3-hydroxy-benzaldehyde), C(=O)([O-])[O-].[K+].[K+] (K2CO3), O (water). Solvent: CN(C)C=O (DMF). Reaction conditions: temperature 80 celsius. The product is CC1(CCCCC1)COC=1C=C(C=O)C=CC1 (3-(1-methyl-cyclohexylmethoxy)-benzaldehyde). Yield: 44.0%. Reaction SMILES: [CH3:1][C:2]1([CH2:8][O:9]S(C(F)(F)F)(=O)=O)[CH2:7][CH2:6][CH2:5][CH2:4][CH2:3]1.O[C:18]1[CH:19]=[C:20]([CH:23]=[CH:24][CH:25]=1)[CH:21]=[O:22].C([O-])([O-])=O.[K+].[K+].O>CN(C=O)C>[CH3:1][C:2]1([CH2:8][O:9][C:18]2[CH:19]=[C:20]([CH:23]=[CH:24][CH:25]=2)[CH:21]=[O:22])[CH2:7][CH2:6][CH2:5][CH2:4][CH2:3]1 |f:2.3.4|. Procedure details: A mixture of compound iii (0.5 mmol), 3-hydroxy-benzaldehyde (iv, 0.6 mmol) and K2CO3 (0.7 mmol) were dissolved in DMF (3 mL). The solution was heated to 80° C. for 4 hr. The solution was poured into water, extracted with ethyl acetate (10 mL) three times, and concentrated. The residue was purified by chromatography and resulted in 0.22 mmol of 3-(1-methyl-cyclohexylmethoxy)-benzaldehyde (v) with a 44% yield. The reactants are FC=1C=C(C=CC1)N1CCNCC1 (1-(3-fluorophenyl)piperazine), C1(=C(C=CC=C1)CN1CCN(CC1)C1=CC=CC=C1)C1=CC=CC=C1 (1-(biphenyl-2-ylmethyl)-4-phenylpiperazine), C=1(C(=CC=CC1)C=O)C1=CC=CC=C1 (biphenyl-2-carbaldehyde), [BH-](OC(=O)C)(OC(=O)C)OC(=O)C.[Na+] (NaBH(OAc)3). Product: C1(=C(C=CC=C1)CN1CCN(CC1)C1=CC(=CC=C1)F)C1=CC=CC=C1 (1-(biphenyl-2-ylmethyl)-4-(3-fluorophenyl)piperazine). RXN SMILES: [F:1][C:2]1[CH:3]=[C:4]([N:8]2[CH2:13][CH2:12][NH:11][CH2:10][CH2:9]2)[CH:5]=[CH:6][CH:7]=1.[C:14]1([C:22]2[CH:27]=[CH:26][CH:25]=[CH:24][CH:23]=2)[C:15]([CH:20]=O)=[CH:16][CH:17]=[CH:18][CH:19]=1.[BH-](OC(C)=O)(OC(C)=O)OC(C)=O.[Na+].C1(C2C=CC=CC=2)C=CC=CC=1CN1CCN(C2C=CC=CC=2)CC1>>[C:14]1([C:22]2[CH:23]=[CH:24][CH:25]=[CH:26][CH:27]=2)[CH:19]=[CH:18][CH:17]=[CH:16][C:15]=1[CH2:20][N:11]1[CH2:12][CH2:13][N:8]([C:4]2[CH:5]=[CH:6][CH:7]=[C:2]([F:1])[CH:3]=2)[CH2:9][CH2:10]1 |f:2.3|. Procedure: 80 mg of the target compound (0.23 mmol, 28.0%) was obtained using 1-(3-fluorophenyl)piperazine (296 mg, 1.64 mmol), biphenyl-2-carbaldehyde (150 mg, 0.82 mmol) and NaBH(OAc)3 (529 mg, 2.46 mmol) according to the synthesis method of Compound 1. The reactants are [N+](=O)([O-])C1=CC=C(C=C2CCC3=C2OC2=C(C3=O)C=C(C=C2)C(=O)OC)C=C1 (3-(4-nitro-benzylidene)-1,2,3,9-tetrahydro-9-oxo-cyclopenta[b][1]benzopyran-7-carboxylic acid, methyl ester), O.O.Cl[Sn]Cl (SnCl2.2H2O). Run in C(C)(=O)O (acetic acid), Cl (HCl). Reaction conditions: temperature 60 celsius, time 3 hour. Yields the product NC1=CC=C(C=C2CCC3=C2OC2=C(C3=O)C=C(C=C2)C(=O)OC)C=C1 (3-(4-amino-benzylidene)-1,2,3,9-tetrahydro-9-oxo-cyclopenta[b][1]benzopyran-7-carboxylic acid, methyl ester). Isolated yield 82.9%. As a reaction SMILES: [N+:1]([C:4]1[CH:28]=[CH:27][C:7]([CH:8]=[C:9]2[C:13]3[O:14][C:15]4[CH:22]=[CH:21][C:20]([C:23]([O:25][CH3:26])=[O:24])=[CH:19][C:16]=4[C:17](=[O:18])[C:12]=3[CH2:11][CH2:10]2)=[CH:6][CH:5]=1)([O-])=O.O.O.Cl[Sn]Cl>C(O)(=O)C.Cl>[NH2:1][C:4]1[CH:28]=[CH:27][C:7]([CH:8]=[C:9]2[C:13]3[O:14][C:15]4[CH:22]=[CH:21][C:20]([C:23]([O:25][CH3:26])=[O:24])=[CH:19][C:16]=4[C:17](=[O:18])[C:12]=3[CH2:11][CH2:10]2)=[CH:6][CH:5]=1 |f:1.2.3|. Procedure details: 3-(4-nitro-benzylidene)-1,2,3,9-tetrahydro-9-oxo-cyclopenta[b][1]benzopyran-7-carboxylic acid, methyl ester (3.8 g), was reacted with SnCl2.2H2O (11.5 g) in acetic acid (130 ml) and 37% HCl (26.5 ml) under stirring at 60° C. for 3 hours: after cooling the precipitate was filtered and washed with 2N HCl and water finely dispersed in 2N NaOH. The precipitate was filtered and washed with water until neutral to give 3-(4-amino-benzylidene)-1,2,3,9-tetrahydro-9-oxo-cyclopenta[b][1]benzopyran-7-carbox...